Dataset: the Open Reaction Database (ORD), a public repository of structured organic reaction records. Task: describe an organic reaction: reactants, conditions, products, and yield Starting materials: C1(CCCC1)N1C(N(CC=2C1=NC(=NC2)S(=O)C)C2=C(C(=CC(=C2F)OC)OC)F)=O (1-cyclopentyl-3-(2,6-difluoro-3,5-dimethoxy-phenyl)-7-methylsulfinyl-3,4-dihydro-1H-pyrimido[4,5-d]pyrimidin-2-one), NC[C@H]([C@@H](C)O)O ((2R,3R)-1-amino-butane-2,3-diol). Product: C1(CCCC1)N1C(N(CC=2C1=NC(=NC2)NCC(C(C)O)O)C2=C(C(=CC(=C2F)OC)OC)F)=O (1-Cyclopentyl-3-(2,6-difluoro-3,5-dimethoxy-phenyl)-7-(2,3-dihydroxy-butylamino)-3,4-dihydro-1H-pyrimido[4,5-d]pyrimidin-2-one). Yield: 93.8%. Reaction SMILES: [CH:1]1([N:6]2[C:11]3=[N:12][C:13](S(C)=O)=[N:14][CH:15]=[C:10]3[CH2:9][N:8]([C:19]3[C:24]([F:25])=[C:23]([O:26][CH3:27])[CH:22]=[C:21]([O:28][CH3:29])[C:20]=3[F:30])[C:7]2=[O:31])[CH2:5][CH2:4][CH2:3][CH2:2]1.[NH2:32][CH2:33][C@@H:34]([OH:38])[C@H:35]([OH:37])[CH3:36]>>[CH:1]1([N:6]2[C:11]3=[N:12][C:13]([NH:32][CH2:33][CH:34]([OH:38])[CH:35]([OH:37])[CH3:36])=[N:14][CH:15]=[C:10]3[CH2:9][N:8]([C:19]3[C:24]([F:25])=[C:23]([O:26][CH3:27])[CH:22]=[C:21]([O:28][CH3:29])[C:20]=3[F:30])[C:7]2=[O:31])[CH2:5][CH2:4][CH2:3][CH2:2]1. Procedure: 1-Cyclopentyl-3-(2,6-difluoro-3,5-dimethoxy-phenyl)-7-(2,3-dihydroxy-butylamino)-3,4-dihydro-1H-pyrimido[4,5-d]pyrimidin-2-one was prepared as described in Example 7 using 0.49 g (1.08 mmol) of 1-cyclopentyl-3-(2,6-difluoro-3,5-dimethoxy-phenyl)-7-methylsulfinyl-3,4-dihydro-1H-pyrimido[4,5-d]pyrimidin-2-one and 0.28 g (2.66 mmol) of (2R,3R)-1-amino-butane-2,3-diol. The crude product was purified using medium-pressure chromatography eluting with 20:1 dichloromethane/methanol to give 0.50 g (94%) ...